From a dataset of the Open Reaction Database (ORD), a public repository of structured organic reaction records. describe an organic reaction: reactants, conditions, products, and yield Starting materials: ClC=1C=CC(=C2N3C(=NC21)N(CC3)C3=C(C=C(C=C3C)Cl)Cl)C=O (8-chloro-1-(2,4-dichloro-6-methylphenyl)-2,3-dihydro-1H-imidazo[1,2-a]benzimidazole-5-carbaldehyde), C(C)[Mg]Br (ethylmagnesium bromide), O (Water). Solvent: O1CCCC1 (tetrahydrofuran). Run at temperature 0 celsius, time 2 hour. The product is ClC1=CC=C(C=2N3C(=NC21)N(CC3)C3=C(C=C(C=C3C)Cl)Cl)C(CC)O (1-[8-Chloro-1-(2,4-dichloro-6-methylphenyl)-2,3-dihydro-1H-imidazo[1,2-a]benzimidazol-5-yl]propan-1-ol). Isolated yield 99.2%. Reaction SMILES: [Cl:1][C:2]1[CH:3]=[CH:4][C:5]([CH:23]=[O:24])=[C:6]2[C:10]=1[N:9]=[C:8]1[N:11]([C:14]3[C:19]([CH3:20])=[CH:18][C:17]([Cl:21])=[CH:16][C:15]=3[Cl:22])[CH2:12][CH2:13][N:7]21.[CH2:25]([Mg]Br)[CH3:26].O>O1CCCC1>[Cl:1][C:2]1[C:10]2[N:9]=[C:8]3[N:11]([C:14]4[C:19]([CH3:20])=[CH:18][C:17]([Cl:21])=[CH:16][C:15]=4[Cl:22])[CH2:12][CH2:13][N:7]3[C:6]=2[C:5]([CH:23]([OH:24])[CH2:25][CH3:26])=[CH:4][CH:3]=1. Procedure: To a solution of 8-chloro-1-(2,4-dichloro-6-methylphenyl)-2,3-dihydro-1H-imidazo[1,2-a]benzimidazole-5-carbaldehyde (140 mg, 0.368 mmol) in tetrahydrofuran (30 mL) was added ethylmagnesium bromide (3.0 M solution in diethyl ether, 0.50 mL, 15.0 mmol) at 0° C. The mixture was stirred at 0° C. for 2 hr. Water was added to the reaction mixture at 0° C. and the mixture was extracted with ethyl acetate. The organic layer was washed with brine, dried over anhydrous magnesium sulfate, and concentrated ... Reactants: N1N=CC(=C1)C=1C2=C(N=CN1)N(C=C2)COCC[Si](C)(C)C (4-(1H-pyrazol-4-yl)-7-[2-(trimethylsilyl)ethoxy]methyl-7H-pyrrolo[2,3-d]pyrimidine), C(#N)/C=C/C1CN(CC1)C(=O)OCC1=CC=CC=C1 (benzyl 3-[(E)-2-cyanovinyl]pyrrolidine-1-carboxylate), C(#N)\C=C/C1CN(CC1)C(=O)OCC1=CC=CC=C1 (benzyl 3-[(Z)-2-cyanovinyl]pyrrolidine-1-carboxylate), C1CCC2=NCCCN2CC1 (DBU). Run in C(C)#N (ACN). Run at time 3 hour. Yields the product C(#N)CC(N1N=CC(=C1)C=1C2=C(N=CN1)N(C=C2)COCC[Si](C)(C)C)C2CN(CC2)C(=O)OCC2=CC=CC=C2 (Benzyl 3-(2-cyano-1-[4-(7-[2-(trimethylsilyl)ethoxy]methyl-7H-pyrrolo[2,3-d]pyrimidin-4-yl)-1H-pyrazol-1-yl]ethyl)pyrrolidine-1-carboxylate). Reaction SMILES: [C:1](/[CH:3]=[CH:4]/[CH:5]1[CH2:9][CH2:8][N:7]([C:10]([O:12][CH2:13][C:14]2[CH:19]=[CH:18][CH:17]=[CH:16][CH:15]=2)=[O:11])[CH2:6]1)#[N:2].C(/C=C\C1CCN(C(OCC2C=CC=CC=2)=O)C1)#N.C1CCN2C(=NCCC2)CC1.[NH:50]1[CH:54]=[C:53]([C:55]2[C:56]3[CH:63]=[CH:62][N:61]([CH2:64][O:65][CH2:66][CH2:67][Si:68]([CH3:71])([CH3:70])[CH3:69])[C:57]=3[N:58]=[CH:59][N:60]=2)[CH:52]=[N:51]1>C(#N)C>[C:1]([CH2:3][CH:4]([CH:5]1[CH2:9][CH2:8][N:7]([C:10]([O:12][CH2:13][C:14]2[CH:15]=[CH:16][CH:17]=[CH:18][CH:19]=2)=[O:11])[CH2:6]1)[N:50]1[CH:54]=[C:53]([C:55]2[C:56]3[CH:63]=[CH:62][N:61]([CH2:64][O:65][CH2:66][CH2:67][Si:68]([CH3:71])([CH3:70])[CH3:69])[C:57]=3[N:58]=[CH:59][N:60]=2)[CH:52]=[N:51]1)#[N:2]. Procedure details: To a mixture of benzyl 3-[(E)-2-cyanovinyl]pyrrolidine-1-carboxylate and benzyl 3-[(Z)-2-cyanovinyl]pyrrolidine-1-carboxylate (241 mg, 0.940 mmol) and DBU (234 μL, 1.57 mmol) in ACN (13 mL) was added 4-(1H-pyrazol-4-yl)-7-[2-(trimethylsilyl)ethoxy]methyl-7H-pyrrolo[2,3-d]pyrimidine (250 mg, 0.78 mmol). The mixture was stirred at ambient temperature for 3 hours. The solvent was removed in vacuo. The resulting residue was dissolved in ethyl acetate, and the organic layer was washed sequentially wi... Starting materials: ClC1=NC=C(C(=N1)C=1C=NN(C1)C(CC1CCN(CC1)C(=O)OC(C)(C)C)CC#N)OC (tert-butyl 4-{2-[4-(2-chloro-5-methoxypyrimidin-4-yl)-1H-pyrazol-1-yl]-3-cyanopropyl}piperidine-1-carboxylate), C(=O)(C(F)(F)F)O (TFA). Reaction conditions: time 1 hour. The product is ClC1=NC=C(C(=N1)C=1C=NN(C1)C(CC#N)CC1CCNCC1)OC (3-(4-(2-chloro-5-methoxypyrimidin-4-yl)-1H-pyrazol-1-yl)-4-(piperidin-4-yl)butanenitrile). Reaction SMILES: [Cl:1][C:2]1[N:7]=[C:6]([C:8]2[CH:9]=[N:10][N:11]([CH:13]([CH2:28][C:29]#[N:30])[CH2:14][CH:15]3[CH2:20][CH2:19][N:18](C(OC(C)(C)C)=O)[CH2:17][CH2:16]3)[CH:12]=2)[C:5]([O:31][CH3:32])=[CH:4][N:3]=1.C(O)(C(F)(F)F)=O>>[Cl:1][C:2]1[N:7]=[C:6]([C:8]2[CH:9]=[N:10][N:11]([CH:13]([CH2:14][CH:15]3[CH2:20][CH2:19][NH:18][CH2:17][CH2:16]3)[CH2:28][C:29]#[N:30])[CH:12]=2)[C:5]([O:31][CH3:32])=[CH:4][N:3]=1. Procedure details: A mixture of tert-butyl 4-{2-[4-(2-chloro-5-methoxypyrimidin-4-yl)-1H-pyrazol-1-yl]-3-cyanopropyl}piperidine-1-carboxylate (0.030 g, 0.000065 mol) and 0.5 mL of TFA was stirred at room temperature for 1 h. After being evaporated to dryness, the residue was used directly in next step. Starting materials: CCOCC, [K+], [OH-], O, NS(=O)(=O)c1ccc(C(=O)O)cc1. Yields the product COC(=O)c1ccc(S(N)(=O)=O)cc1. Reaction SMILES: [CH3:16][CH2:17][O:18][CH2:19][CH3:20].[K+:2].[OH-:1].[OH2:21].[S:3]([NH2:4])(=[O:5])(=[O:6])[c:7]1[cH:8][cH:9][c:10]([C:11](=[O:12])[OH:13])[cH:14][cH:15]1>>[S:3]([NH2:4])(=[O:5])(=[O:6])[c:7]1[cH:8][cH:9][c:10]([C:11]([O:12][CH3:16])=[O:13])[cH:14][cH:15]1. Reactants: BrC=1C=C(C(=NC1)N)OC(C)C1=C(C(=CC=C1Cl)F)Cl (5-bromo-3-[1-(2,6-dichloro-3-fluoro-phenyl)-ethoxy]-pyridin-2-ylamine), BrC1=CC(=C(C=C1)B(O)O)Cl (4-bromo-2-chlorophenyl boronic acid), CP(C)=O (dimethylphosphine oxide). Yields the product ClC1=C(C=CC(=C1)P(=O)(C)C)C=1C=C(C(=NC1)N)OC(C)C1=C(C(=CC=C1Cl)F)Cl (5-(2-chloro-4-dimethylphosphoryl-phenyl)-3-[1-(2,6-dichloro-3-fluoro-phenyl)ethoxy]pyridin-2-amine). Reaction SMILES: Br[C:2]1[CH:3]=[C:4]([O:9][CH:10]([C:12]2[C:17]([Cl:18])=[CH:16][CH:15]=[C:14]([F:19])[C:13]=2[Cl:20])[CH3:11])[C:5]([NH2:8])=[N:6][CH:7]=1.Br[C:22]1[CH:27]=[CH:26][C:25](B(O)O)=[C:24]([Cl:31])[CH:23]=1.[CH3:32][PH:33](=[O:35])[CH3:34]>>[Cl:31][C:24]1[CH:23]=[C:22]([P:33]([CH3:34])([CH3:32])=[O:35])[CH:27]=[CH:26][C:25]=1[C:2]1[CH:3]=[C:4]([O:9][CH:10]([C:12]2[C:17]([Cl:18])=[CH:16][CH:15]=[C:14]([F:19])[C:13]=2[Cl:20])[CH3:11])[C:5]([NH2:8])=[N:6][CH:7]=1. Reported procedure: The title compound was prepared from 5-bromo-3-[1-(2,6-dichloro-3-fluoro-phenyl)-ethoxy]-pyridin-2-ylamine, 4-bromo-2-chlorophenyl boronic acid, and dimethylphosphine oxide following the same procedures as Example 1 Step 1 and Step 3; ESMS: m/z 487 (M+H)+. Reactants: ClC1=C(N=CC(=N1)N[C@@H](C(=O)N)CC(C)C)C#N ((R)-2-(6-chloro-5-cyanopyrazin-2-ylamino)-4-methylpentanamide), O1N=CC=C1C1=CC=C(N)C=C1 (4-(isoxazol-5-yl)aniline), C(=O)([O-])[O-].[K+].[K+] (K2CO3), C=1C=CC(=CC1)P(C=2C=CC=CC2)C3=CC=C4C=CC=CC4=C3C5=C6C=CC=CC6=CC=C5P(C=7C=CC=CC7)C=8C=CC=CC8 (BINAP). The reagents and catalysts are CC(=O)[O-].CC(=O)[O-].[Pd+2] (Pd(OAc)2). Solvent: O1CCOCC1 (dioxane). Run at time 20 hour. Product: C(#N)C=1N=CC(=NC1NC1=CC=C(C=C1)C1=CC=NO1)N[C@@H](C(=O)N)CC(C)C ((R)-2-(5-cyano-6-(4-(isoxazol-5-yl)phenylamino)pyrazin-2-ylamino)-4-methylpentanamide). Isolated yield 5.0%. As a reaction SMILES: Cl[C:2]1[N:7]=[C:6]([NH:8][C@H:9]([CH2:13][CH:14]([CH3:16])[CH3:15])[C:10]([NH2:12])=[O:11])[CH:5]=[N:4][C:3]=1[C:17]#[N:18].[O:19]1[C:23]([C:24]2[CH:30]=[CH:29][C:27]([NH2:28])=[CH:26][CH:25]=2)=[CH:22][CH:21]=[N:20]1.C([O-])([O-])=O.[K+].[K+].C1C=CC(P(C2C(C3C(P(C4C=CC=CC=4)C4C=CC=CC=4)=CC=C4C=3C=CC=C4)=C3C(C=CC=C3)=CC=2)C2C=CC=CC=2)=CC=1>O1CCOCC1.CC([O-])=O.CC([O-])=O.[Pd+2]>[C:17]([C:3]1[N:4]=[CH:5][C:6]([NH:8][C@H:9]([CH2:13][CH:14]([CH3:16])[CH3:15])[C:10]([NH2:12])=[O:11])=[N:7][C:2]=1[NH:28][C:27]1[CH:26]=[CH:25][C:24]([C:23]2[O:19][N:20]=[CH:21][CH:22]=2)=[CH:30][CH:29]=1)#[N:18] |f:2.3.4,7.8.9|. Reported procedure: A mixture of (R)-2-(6-chloro-5-cyanopyrazin-2-ylamino)-4-methylpentanamide (68 mg, 0.254 mmol), 4-(isoxazol-5-yl)aniline (60 mg, 0.375 mmol), K2CO3 (80 mg, 0.579 mmol), BINAP (25 mg, 0.040 mmol) and Pd(OAc)2 (10 mg, 0.044 mmol) in dioxane (2 mL) was degassed with Ar, then was stirred at 110 C for 20 h. The mixture was concentrated in vacuo. The residue was purified by HPLC to give (R)-2-(5-cyano-6-(4-(isoxazol-5-yl)phenylamino)pyrazin-2-ylamino)-4-methylpentanamide (5 mg). Starting materials: CC(=O)OC(C)=O, ClCCCl, CC(Nc1nc(Nc2cnccn2)cc(N2CC(CN)C2)n1)c1ccc(F)cc1, c1ccncc1. Product: CC(=O)NCC1CN(c2cc(Nc3cnccn3)nc(NC(C)c3ccc(F)cc3)n2)C1. RXN SMILES: [CH3:30][C:31](=[O:32])[O:33][C:34](=[O:35])[CH3:36].[Cl:43][CH2:44][CH2:45][Cl:46].[NH2:1][CH2:2][CH:3]1[CH2:4][N:5]([c:7]2[cH:8][c:9]([NH:23][c:24]3[n:25][cH:26][cH:27][n:28][cH:29]3)[n:10][c:11]([NH:13][CH:14]([CH3:15])[c:16]3[cH:17][cH:18][c:19]([F:22])[cH:20][cH:21]3)[n:12]2)[CH2:6]1.[cH:37]1[cH:38][cH:39][n:40][cH:41][cH:42]1>>[NH:1]([CH2:2][CH:3]1[CH2:4][N:5]([c:7]2[cH:8][c:9]([NH:23][c:24]3[n:25][cH:26][cH:27][n:28][cH:29]3)[n:10][c:11]([NH:13][CH:14]([CH3:15])[c:16]3[cH:17][cH:18][c:19]([F:22])[cH:20][cH:21]3)[n:12]2)[CH2:6]1)[C:31]([CH3:30])=[O:32]. Reactants: NC=1C=CC2=C(C(NCCO2)=O)C1 (7-amino-3,4-dihydro-2H-benzo[f][1,4]oxazepin-5-one), ClC1=NC=C(C(=N1)NC1=C(C(=O)NC)C=CC=C1)Cl (2-(2,5-dichloro-pyrimidin-4-ylamino)-N-methyl-benzamide), 2-[5-chloro-2-(5-oxo-2,3,4,5-tetrahydro-benzo[f][1,4]oxazepin-7-ylamino)-pyrimidin-4-ylamino]-N-methyl-benzamide. TFA salt. Yields the product ClC=1C(=NC(=NC1)NC=1C=CC2=C(C(NCCO2)=O)C1)NC1=C(C(=O)NC)C=CC=C1 (2-[5-Chloro-2-(5-oxo-2,3,4,5-tetrahydro-benzo[f][1,4]oxazepin-7-ylamino)-pyrimidin-4-ylamino]-N-methyl-benzamide). RXN SMILES: [NH2:1][C:2]1[CH:3]=[CH:4][C:5]2[O:11][CH2:10][CH2:9][NH:8][C:7](=[O:12])[C:6]=2[CH:13]=1.Cl[C:15]1[N:20]=[C:19]([NH:21][C:22]2[CH:31]=[CH:30][CH:29]=[CH:28][C:23]=2[C:24]([NH:26][CH3:27])=[O:25])[C:18]([Cl:32])=[CH:17][N:16]=1>>[Cl:32][C:18]1[C:19]([NH:21][C:22]2[CH:31]=[CH:30][CH:29]=[CH:28][C:23]=2[C:24]([NH:26][CH3:27])=[O:25])=[N:20][C:15]([NH:1][C:2]2[CH:3]=[CH:4][C:5]3[O:11][CH2:10][CH2:9][NH:8][C:7](=[O:12])[C:6]=3[CH:13]=2)=[N:16][CH:17]=1. Procedure details: Following a procedure analogous to Example 1741e, 7-amino-3,4-dihydro-2H-benzo[f][1,4]oxazepin-5-one and 2-(2,5-dichloro-pyrimidin-4-ylamino)-N-methyl-benzamide were converted to 2-[5-chloro-2-(5-oxo-2,3,4,5-tetrahydro-benzo[f][1,4]oxazepin-7-ylamino)-pyrimidin-4-ylamino]-N-methyl-benzamide. TFA salt: 1H NMR (300 MHz, CD3OD) δ 8.42 (d, 1H), 8.11 (s, 1H), 7.88 (d, 1H), 7.71 (dd, 1H), 7.54 (dd, 1H), 7.41 (td, 1H), 7.24 (td, 1H), 7.09 (d, 1H), 4.41 (t, 2H), 3.48 (t, 2H), 2.92 (s, 3H); MS (m/e) 439 ...